From a dataset of the Open Reaction Database (ORD), a public repository of structured organic reaction records. describe an organic reaction: reactants, conditions, products, and yield Reactants: O=C([O-])[O-], COC(=O)c1cccc(COc2ccc(I)cc2)c1, COc1cc(F)c(F)cc1B(O)O, [K+], [K+], C1COCCO1. Yields the product COC(=O)c1cccc(COc2ccc(-c3cc(F)c(F)cc3OC)cc2)c1. As a reaction SMILES: [C:20](=[O:21])([O-:22])[O-:23].[CH3:1][O:2][C:3]([c:4]1[cH:5][c:6]([CH2:10][O:11][c:12]2[cH:13][cH:14][c:15]([I:18])[cH:16][cH:17]2)[cH:7][cH:8][cH:9]1)=[O:19].[F:26][c:27]1[cH:28][c:29]([O:37][CH3:38])[c:30]([B:34]([OH:35])[OH:36])[cH:31][c:32]1[F:33].[K+:24].[K+:25].[O:39]1[CH2:40][CH2:41][O:42][CH2:43][CH2:44]1>>[CH3:1][O:2][C:3]([c:4]1[cH:5][c:6]([CH2:10][O:11][c:12]2[cH:13][cH:14][c:15](-[c:30]3[c:29]([O:37][CH3:38])[cH:28][c:27]([F:26])[c:32]([F:33])[cH:31]3)[cH:16][cH:17]2)[cH:7][cH:8][cH:9]1)=[O:19]. Reactants: O=C([O-])[O-], CN(C)C=O, [K+], [K+], OCCCl, O=C(C1CC1)N1CCC(Cc2n[nH]c(=O)n2-c2ccc(-c3ccc4occc4c3)cc2)C1. Yields the product O=C(C1CC1)N1CCC(Cc2nn(CCO)c(=O)n2-c2ccc(-c3ccc4occc4c3)cc2)C1. As a reaction SMILES: [C:33](=[O:34])([O-:35])[O-:36].[CH3:43][N:44]([CH3:45])[CH:46]=[O:47].[K+:37].[K+:38].[OH:39][CH2:40][CH2:41][Cl:42].[o:1]1[cH:2][cH:3][c:4]2[c:5]1[cH:6][cH:7][c:8](-[c:10]1[cH:11][cH:12][c:13](-[n:16]3[c:17](=[O:32])[nH:18][n:19][c:20]3[CH2:21][CH:22]3[CH2:23][N:24]([C:27](=[O:28])[CH:29]4[CH2:30][CH2:31]4)[CH2:25][CH2:26]3)[cH:14][cH:15]1)[cH:9]2>>[o:1]1[cH:2][cH:3][c:4]2[c:5]1[cH:6][cH:7][c:8](-[c:10]1[cH:11][cH:12][c:13](-[n:16]3[c:17](=[O:32])[n:18]([CH2:41][CH2:40][OH:39])[n:19][c:20]3[CH2:21][CH:22]3[CH2:23][N:24]([C:27](=[O:28])[CH:29]4[CH2:30][CH2:31]4)[CH2:25][CH2:26]3)[cH:14][cH:15]1)[cH:9]2. The reactants are Cc1ccc([N+](=O)[O-])cc1C(=O)c1ccc(Br)cc1Cl, O=C([O-])[O-], CCOC(C)=O, [Cs+], [Cs+], Nc1ccc(F)cc1F, CC(=O)[O-], CC(=O)[O-], C1COCCO1, O, [Pd+2], c1ccc(P(c2ccccc2)c2ccc3ccccc3c2-c2c(P(c3ccccc3)c3ccccc3)ccc3ccccc23)cc1. Product: Cc1ccc([N+](=O)[O-])cc1C(=O)c1ccc(Nc2ccc(F)cc2F)cc1Cl. As a reaction SMILES: [Br:1][c:2]1[cH:3][c:4]([Cl:20])[c:5]([C:8](=[O:9])[c:10]2[c:11]([CH3:19])[cH:12][cH:13][c:14]([N+:16](=[O:17])[O-:18])[cH:15]2)[cH:6][cH:7]1.[C:30](=[O:31])([O-:32])[O-:33].[CH3:97][CH2:98][O:99][C:100]([CH3:101])=[O:102].[Cs+:34].[Cs+:35].[F:21][c:22]1[c:23]([NH2:24])[cH:25][cH:26][c:27]([F:29])[cH:28]1.[O-:89][C:90]([CH3:91])=[O:92].[O-:93][C:94]([CH3:95])=[O:96].[O:82]1[CH2:83][CH2:84][O:85][CH2:86][CH2:87]1.[OH2:103].[Pd+2:88].[cH:36]1[cH:37][cH:38][c:39]([P:40]([c:41]2[cH:42][cH:43][c:44]3[c:45]([cH:46][cH:47][cH:48][cH:49]3)[c:50]2-[c:51]2[c:52]3[c:53]([cH:54][cH:55][cH:56][cH:57]3)[cH:58][cH:59][c:60]2[P:61]([c:62]2[cH:63][cH:64][cH:65][cH:66][cH:67]2)[c:68]2[cH:69][cH:70][cH:71][cH:72][cH:73]2)[c:74]2[cH:75][cH:76][cH:77][cH:78][cH:79]2)[cH:80][cH:81]1>>[c:2]1([NH:24][c:23]2[c:22]([F:21])[cH:28][c:27]([F:29])[cH:26][cH:25]2)[cH:3][c:4]([Cl:20])[c:5]([C:8](=[O:9])[c:10]2[c:11]([CH3:19])[cH:12][cH:13][c:14]([N+:16](=[O:17])[O-:18])[cH:15]2)[cH:6][cH:7]1. Starting materials: [C+4], CN(C)CCN1CCC(N(C)C(=O)Nc2cc(Oc3ccc([N+](=O)[O-])cc3F)ncn2)CC1, C1CCOC1, [OH-], [OH-], [OH-], [OH-], [OH-], [OH-], [Pd+2]. Product: CN(C)CCN1CCC(N(C)C(=O)Nc2cc(Oc3ccc(N)cc3F)ncn2)CC1. RXN SMILES: [C+4:39].[F:1][c:2]1[c:3]([O:4][c:5]2[cH:6][c:7]([NH:11][C:12]([N:13]([CH3:14])[CH:15]3[CH2:16][CH2:17][N:18]([CH2:21][CH2:22][N:23]([CH3:24])[CH3:25])[CH2:19][CH2:20]3)=[O:26])[n:8][cH:9][n:10]2)[cH:27][cH:28][c:29]([N+:31]([O-:32])=[O:33])[cH:30]1.[O:34]1[CH2:35][CH2:36][CH2:37][CH2:38]1.[OH-:40].[OH-:42].[OH-:43].[OH-:44].[OH-:45].[OH-:46].[Pd+2:41]>>[F:1][c:2]1[c:3]([O:4][c:5]2[cH:6][c:7]([NH:11][C:12]([N:13]([CH3:14])[CH:15]3[CH2:16][CH2:17][N:18]([CH2:21][CH2:22][N:23]([CH3:24])[CH3:25])[CH2:19][CH2:20]3)=[O:26])[n:8][cH:9][n:10]2)[cH:27][cH:28][c:29]([NH2:31])[cH:30]1. The reactants are OC1=C(C=C(C=C1)C(C)=O)C (4′-hydroxy-3′-methylacetophenone), C([O-])([O-])=O.[K+].[K+] (potassium carbonate), CI (methyl iodide), O (Water). Solvent: CN(C=O)C (N,N-dimethylformamide). Conditions: time 2 hour. Product: COC1=C(C=C(C=C1)C(C)=O)C (4′-methoxy-3′-methylacetophenone). Isolated yield 100.6%. As a reaction SMILES: [OH:1][C:2]1[CH:7]=[CH:6][C:5]([C:8](=[O:10])[CH3:9])=[CH:4][C:3]=1[CH3:11].[C:12](=O)([O-])[O-].[K+].[K+].CI.O>CN(C)C=O>[CH3:12][O:1][C:2]1[CH:7]=[CH:6][C:5]([C:8](=[O:10])[CH3:9])=[CH:4][C:3]=1[CH3:11] |f:1.2.3|. Reported procedure: To a solution of 4′-hydroxy-3′-methylacetophenone (25.0 g) in N,N-dimethylformamide (120 ml) were added potassium carbonate (69.1 g) and methyl iodide (11.4 ml) under ice-cooling, and the mixture was stirred for 2 hr under ice-cooling and further at room temperature for 2 hr. Water was added to the reaction mixture, and the mixture was extracted with ethyl acetate. The organic layer was washed with saturated brine, and dried over anhydrous magnesium sulfate. The solvent was evaporated under redu... Reactants: C(=NC1CCCCC1)=NC1CCCCC1, Cl, NCCc1c[nH]c2ccccc12, O=C(O)c1cccnc1, c1ccncc1. The product is O=C(NCCc1c[nH]c2ccccc12)c1cccnc1. As a reaction SMILES: [CH:23]1([N:24]=[C:25]=[N:26][CH:27]2[CH2:28][CH2:29][CH2:30][CH2:31][CH2:32]2)[CH2:33][CH2:34][CH2:35][CH2:36][CH2:37]1.[ClH:1].[NH2:2][CH2:3][CH2:4][c:5]1[cH:6][nH:7][c:8]2[cH:9][cH:10][cH:11][cH:12][c:13]12.[OH:14][C:15](=[O:16])[c:17]1[cH:18][cH:19][cH:20][n:21][cH:22]1.[cH:38]1[cH:39][cH:40][n:41][cH:42][cH:43]1>>[NH:2]([CH2:3][CH2:4][c:5]1[cH:6][nH:7][c:8]2[cH:9][cH:10][cH:11][cH:12][c:13]12)[C:15](=[O:14])[c:17]1[cH:18][cH:19][cH:20][n:21][cH:22]1. Starting materials: CCOC(=O)c1cc(Br)c(C)cc1OCC, O=C1CCC(=O)N1Br, ClC(Cl)(Cl)Cl, CC(C)(C#N)N=NC(C)(C)C#N. The product is CCOC(=O)c1cc(Br)c(CBr)cc1OCC. Reaction SMILES: [Br:1][c:2]1[c:3]([CH3:16])[cH:4][c:5]([O:13][CH2:14][CH3:15])[c:6]([C:7](=[O:8])[O:9][CH2:10][CH3:11])[cH:12]1.[Br:29][N:30]1[C:31](=[O:32])[CH2:33][CH2:34][C:35]1=[O:36].[C:37]([Cl:38])([Cl:39])([Cl:40])[Cl:41].[N:17]#[C:18][C:19]([N:20]=[N:21][C:22]([C:23]#[N:24])([CH3:25])[CH3:26])([CH3:27])[CH3:28]>>[Br:1][c:2]1[c:3]([CH2:16][Br:29])[cH:4][c:5]([O:13][CH2:14][CH3:15])[c:6]([C:7](=[O:8])[O:9][CH2:10][CH3:11])[cH:12]1.